From a dataset of the Open Reaction Database (ORD), a public repository of structured organic reaction records. describe an organic reaction: reactants, conditions, products, and yield Reactants: ClC1=NC=NC2=CC(=C(C=C12)OC)OC (4-Chloro-6,7-dimethoxyquinazoline), C(#C)C=1C=C(N)C=CC1 (3-ethynyl-aniline). Run in C(C)(C)O (isopropyl alcohol). Procedure details: 4-Chloro-6,7-dimethoxyquinazoline (250 mg, 1.12 mmol) and 3-ethynyl-aniline (137 mg, 1.17 mmol) were refluxed in 10 mL of isopropyl alcohol for 0.5 hour, cooled and filtered to afford solid title product which was washed with 10 mL of isopropyl alcohol and dried in vacuo, at 70° C., 338 mg (99%); mp 269°-270° C. Reaction SMILES: [Cl:1][C:2]1[C:11]2[C:6](=[CH:7][C:8]([O:14][CH3:15])=[C:9]([O:12][CH3:13])[CH:10]=2)[N:5]=[CH:4][N:3]=1.[C:16]([C:18]1[CH:19]=[C:20]([CH:22]=[CH:23][CH:24]=1)[NH2:21])#[CH:17]>C(O)(C)C>[ClH:1].[CH3:13][O:12][C:9]1[CH:10]=[C:11]2[C:6](=[CH:7][C:8]=1[O:14][CH3:15])[N:5]=[CH:4][N:3]=[C:2]2[NH:21][C:20]1[CH:22]=[CH:23][CH:24]=[C:18]([C:16]#[CH:17])[CH:19]=1 |f:3.4|. The product is Cl.COC=1C=C2C(=NC=NC2=CC1OC)NC1=CC(=CC=C1)C#C ((6,7-Dimethoxyquinazolin-4-yl)-(3-ethynylphenyl)-amine Hydrochloride). Starting materials: COC1=C(C(=CC=C1)OC)OC (1,2,3-trimethoxybenzene), C([O-])(O)=O.[Na+] (sodium bicarbonate), BrCC=1C=NOC1 (4-bromomethylisoxazole), BrCC=1C=NOC1 (4-bromomethyl-isoxazole), solution. Reagents/catalysts: [Cl-].[Zn+2].[Cl-] (zinc chloride). Solvent: CCOCC (ether). Conditions: time 3 hour. The product is desired products, COC=1C=C(CC=2C=NOC2)C=C(C1OC)OC (4-(3,4,5-trimethoxybenzyl)-isoxazole), COC1=C(CC=2C=NOC2)C=CC(=C1OC)OC (4-(2,3,4-trimethoxybenzyl)-isoxazole). As a reaction SMILES: Br[CH2:2][C:3]1[CH:4]=[N:5][O:6][CH:7]=1.[CH3:8][O:9][C:10]1[CH:15]=[CH:14][CH:13]=[C:12]([O:16][CH3:17])[C:11]=1[O:18][CH3:19].C(=O)(O)[O-].[Na+]>[Cl-].[Zn+2].[Cl-].CCOCC>[CH3:17][O:16][C:12]1[CH:13]=[C:14]([CH:15]=[C:10]([O:9][CH3:8])[C:11]=1[O:18][CH3:19])[CH2:2][C:3]1[CH:4]=[N:5][O:6][CH:7]=1.[CH3:17][O:16][C:12]1[C:11]([O:18][CH3:19])=[C:10]([O:9][CH3:8])[CH:15]=[CH:14][C:13]=1[CH2:2][C:3]1[CH:4]=[N:5][O:6][CH:7]=1 |f:2.3,4.5.6|. Reported procedure: A mixture of 1.0 g. of 4-bromomethyl-isoxazole, 0.816 g. of zinc chloride and 4 g. of 1,2,3-trimethoxybenzene was heated with stirring at 60° for 3 hours. At the end of this period, thin layer chromatography analysis showed the absence of starting 4-bromomethylisoxazole. The reaction was allowed to cool, diluted with 20 ml. of ether and made basic with a 5% solution of aqueous sodium bicarbonate. The aqueous layer was separated, extracted with 3 × 100 ml. of ether, and the ether extracts combine...